Dataset: the Open Reaction Database (ORD), a public repository of structured organic reaction records. Task: describe an organic reaction: reactants, conditions, products, and yield Solvent: C(C)(=O)OCC (ethyl acetate). Isolated yield 81.9%. Reagents/catalysts: Cl[Pd]([P](C1=CC=CC=C1)(C2=CC=CC=C2)C3=CC=CC=C3)([P](C4=CC=CC=C4)(C5=CC=CC=C5)C6=CC=CC=C6)Cl (Bis(triphenylphosphine)palladium(II) chloride). Procedure: Bis(triphenylphosphine)palladium(II) chloride (0.236 g), cuprous iodide (0.96 g) and diisopropylamine (0.47 ml) were added to a stirred solution of 5-chloro-7-iodo-1,3-benzodioxol-4-amine (0.500 g) and N,N-dimethyl-2-(prop-2-yn-1-yloxy)acetamide (0.474 g) in ethyl acetate (8 ml) cooled to −20° C. under a nitrogen atmosphere; the resultant mixture was stirred for 4 hr at ambient temperature. The reaction mixture was filtered through Celite, ethyl acetate (12 ml) was then added and the resultant s... Run at temperature -20 celsius. Starting materials: resultant mixture, cuprous iodide, C(C)(C)NC(C)C (diisopropylamine), ClC1=C(C2=C(OCO2)C(=C1)I)N (5-chloro-7-iodo-1,3-benzodioxol-4-amine), CN(C(COCC#C)=O)C (N,N-dimethyl-2-(prop-2-yn-1-yloxy)acetamide). The product is NC1=C(C=C(C2=C1OCO2)C#CCOCC(=O)N(C)C)Cl (2-{[3-(7-amino-6-chloro-1,3-benzodioxol-4-yl)prop-2-yn-1-yl]oxy}-N,N-dimethylacetamide). Reaction SMILES: C(NC(C)C)(C)C.[Cl:8][C:9]1[CH:17]=[C:16](I)[C:12]2[O:13][CH2:14][O:15][C:11]=2[C:10]=1[NH2:19].[CH3:20][N:21]([CH3:29])[C:22](=[O:28])[CH2:23][O:24][CH2:25][C:26]#[CH:27]>C(OCC)(=O)C.Cl[Pd](Cl)([P](C1C=CC=CC=1)(C1C=CC=CC=1)C1C=CC=CC=1)[P](C1C=CC=CC=1)(C1C=CC=CC=1)C1C=CC=CC=1>[NH2:19][C:10]1[C:11]2[O:15][CH2:14][O:13][C:12]=2[C:16]([C:27]#[C:26][CH2:25][O:24][CH2:23][C:22]([N:21]([CH3:29])[CH3:20])=[O:28])=[CH:17][C:9]=1[Cl:8] |^1:38,57|. Starting materials: ClC=1C=C(C=CC1Cl)C1=NC=2N(C(=C1)C(F)(F)F)N=CC2C#C (5-(3,4-dichloro-phenyl)-3-ethynyl-7-trifluoromethyl-pyrazolo[1,5-a]pyrimidine), BrC=1C=C(C=CC1)S(=O)(=O)N (3-bromo-benzenesulfonamide). Yields the product ClC=1C=C(C=CC1Cl)C1=NC=2N(C(=C1)C(F)(F)F)N=CC2C#CC=2C=C(C=CC2)S(=O)(=O)N (3-[5-(3,4-Dichloro-phenyl)-7-trifluoromethyl-pyrazolo[1,5-a]pyrimidin-3-ylethynyl]-benzenesulfonamide), solid. Yield: 10.0%. As a reaction SMILES: [Cl:1][C:2]1[CH:3]=[C:4]([C:9]2[CH:14]=[C:13]([C:15]([F:18])([F:17])[F:16])[N:12]3[N:19]=[CH:20][C:21]([C:22]#[CH:23])=[C:11]3[N:10]=2)[CH:5]=[CH:6][C:7]=1[Cl:8].Br[C:25]1[CH:26]=[C:27]([S:31]([NH2:34])(=[O:33])=[O:32])[CH:28]=[CH:29][CH:30]=1>>[Cl:1][C:2]1[CH:3]=[C:4]([C:9]2[CH:14]=[C:13]([C:15]([F:16])([F:17])[F:18])[N:12]3[N:19]=[CH:20][C:21]([C:22]#[C:23][C:25]4[CH:26]=[C:27]([S:31]([NH2:34])(=[O:33])=[O:32])[CH:28]=[CH:29][CH:30]=4)=[C:11]3[N:10]=2)[CH:5]=[CH:6][C:7]=1[Cl:8]. Procedure: The title compound was prepared from 5-(3,4-dichloro-phenyl)-3-ethynyl-7-trifluoromethyl-pyrazolo[1,5-a]pyrimidine (example C.9) (89 mg, 0.25 mmol) and 3-bromo-benzenesulfonamide (59 mg, 0.25 mmol) according to general procedure II. Obtained as a yellow solid (13 mg, 10%). MS (ISP) 511.5 [(M+H)+]; mp 230-231° C. Starting materials: COCCOCOC1=C(C=C(C=C1C1=CC=CC=C1)OCCCC)C1=CC=CC=C1 ((2′-methoxyethoxymethoxy-[1,1′;3′1″]terphenyl-5′-yloxy)butane). The reagents and catalysts are [Zn+2].[Br-].[Br-] (ZnBr2). The solvent is C(Cl)Cl (CH2Cl2), CCOC(=O)C (EtOAc). Conditions: time 18 hour. Yields the product C(CCC)OC=1C=C(C(=C(C1)C1=CC=CC=C1)O)C1=CC=CC=C1 (5′-Butoxy-[1,1′;3′,1″]terphenyl-2′-ol). Yield: 92.7%. Reaction SMILES: COCCOC[O:7][C:8]1[C:13]([C:14]2[CH:19]=[CH:18][CH:17]=[CH:16][CH:15]=2)=[CH:12][C:11]([O:20][CH2:21][CH2:22][CH2:23][CH3:24])=[CH:10][C:9]=1[C:25]1[CH:30]=[CH:29][CH:28]=[CH:27][CH:26]=1>C(Cl)Cl.CCOC(C)=O.[Zn+2].[Br-].[Br-]>[CH2:21]([O:20][C:11]1[CH:12]=[C:13]([C:14]2[CH:19]=[CH:18][CH:17]=[CH:16][CH:15]=2)[C:8]([OH:7])=[C:9]([C:25]2[CH:30]=[CH:29][CH:28]=[CH:27][CH:26]=2)[CH:10]=1)[CH2:22][CH2:23][CH3:24] |f:3.4.5|. Procedure: To a stirred solution of (2′-methoxyethoxymethoxy-[1,1′;3′1″]terphenyl-5′-yloxy)butane (0.237 g, 0.583 mmol) in CH2Cl2 (6 mL) at room temperature was added anhydrous ZnBr2 (0.656 g, 2.92 mmol). After 18 h at this temperature, the resulting mixture was diluted with EtOAc (100 mL). The organic layer was washed with sat. aq. NaHCO3 (10 mL) and brine (10 mL) and then dried (MgSO4). After concentration, the residue was purified by preparatory plate chromatography (10% EtOAc/petroleum ether) to afford... Reactants: [Mg] (magnesium), O1CCCC1 (tetrahydrofuran), O1CCCC1 (tetrahydrofuran), O1CCCC1 (tetrahydrofuran), C(C1=CC=CC=C1)(=O)C=1OC=CC1 (2-benzoylfuran). Product: C1(CC1)C(O)(C1=CC=CC=C1)C=1OC=CC1 (Cyclopropyl-2-furylphenylmethanol). RXN SMILES: [Mg].[C:2]([C:10]1[O:11][CH:12]=[CH:13][CH:14]=1)(=[O:9])[C:3]1[CH:8]=[CH:7][CH:6]=[CH:5][CH:4]=1.O1[CH2:19][CH2:18][CH2:17]C1>>[CH:17]1([C:2]([C:10]2[O:11][CH:12]=[CH:13][CH:14]=2)([C:3]2[CH:4]=[CH:5][CH:6]=[CH:7][CH:8]=2)[OH:9])[CH2:18][CH2:19]1. Procedure: To a suspension of magnesium turnings (0.26 g, 10.5 mmol) in anhydrous tetrahydrofuran (6 ml) cyclopropyl bromide (1.28 g, 10.5 mmol) in tetrahydrofuran (5 ml) was added dropwise under nitrogen. The reaction mixture was heated at reflux for 1 h after the initial exotherm had subsided before 2-benzoylfuran (12 g, 7.0 mmol) was added as a solution in tetrahydrofuran (10 ml). The reaction mixture was worked up as described in Example 1 to give the title alcohol as an oil. T.l.c. rf=0.23 (SiO2, hept... Starting materials: ClC1=CC(=CC=C1)C(=O)OO (m-chloroperbenzoic acid), CC=1N=C(SC1)SCCCCCCOC(=O)C1=C(NC(=C(C1C1=CC(=CC=C1)[N+](=O)[O-])C(=O)OC)C)C (3-[6-(4-methylthiazol-2-yl) thiohexyloxy-carbonyl]-5-methoxycarbonyl-2,6-dimethyl-4-(3-nitrophenyl)-1,4-dihydropyridine), solution, S(=O)([O-])[O-].[Na+].[Na+] (sodium sulfite), peracid. Solvent: ClCCl (dichloromethane), ClCCl (dichloromethane). Product: CC=1N=C(SC1)S(=O)CCCCCCOC(=O)C1=C(NC(=C(C1C1=CC(=CC=C1)[N+](=O)[O-])C(=O)OC)C)C (3-[6-(4-methylthiazol-2-yl)sulfinylhexyloxycarbonyl]-5-methoxycarbonyl-2,6-dimethyl-4-(3- nitrophenyl)-1,4-dihydropyridine). The yield is 65.0%. As a reaction SMILES: ClC1C=CC=C(C(OO)=[O:9])C=1.[CH3:12][C:13]1[N:14]=[C:15]([S:18][CH2:19][CH2:20][CH2:21][CH2:22][CH2:23][CH2:24][O:25][C:26]([C:28]2[CH:33]([C:34]3[CH:39]=[CH:38][CH:37]=[C:36]([N+:40]([O-:42])=[O:41])[CH:35]=3)[C:32]([C:43]([O:45][CH3:46])=[O:44])=[C:31]([CH3:47])[NH:30][C:29]=2[CH3:48])=[O:27])[S:16][CH:17]=1.S([O-])([O-])=O.[Na+].[Na+]>ClCCl>[CH3:12][C:13]1[N:14]=[C:15]([S:18]([CH2:19][CH2:20][CH2:21][CH2:22][CH2:23][CH2:24][O:25][C:26]([C:28]2[CH:33]([C:34]3[CH:39]=[CH:38][CH:37]=[C:36]([N+:40]([O-:42])=[O:41])[CH:35]=3)[C:32]([C:43]([O:45][CH3:46])=[O:44])=[C:31]([CH3:47])[NH:30][C:29]=2[CH3:48])=[O:27])=[O:9])[S:16][CH:17]=1 |f:2.3.4|. Reported procedure: A solution of m-chloroperbenzoic acid (0.156g, 0.001 mol) in dichloromethane (5mL) was added to a solution of 3-[6-(4-methylthiazol-2-yl) thiohexyloxy-carbonyl]-5-methoxycarbonyl-2,6-dimethyl-4-(3-nitrophenyl)-1,4-dihydropyridine (18) (0.545 g, 0.001 mol) in dichloromethane (10 mL) at room temperature with agitation. Stirring under the same conditions was maintained for 2 h. The excess peracid was decomposed by 10% solution of sodium sulfite. The organic layer was separated and washed with 5% so... Reactants: CC12CCC3c4ccc(OCc5ccccc5)cc4CCC3C1CC(CCC(=O)O)C2O, CO. The product is COC(=O)CCC1CC2C3CCc4cc(OCc5ccccc5)ccc4C3CCC2(C)C1O. Reaction SMILES: [CH2:1]([c:2]1[cH:3][cH:4][cH:5][cH:6][cH:7]1)[O:8][c:9]1[cH:10][c:11]2[c:24]([cH:25][cH:26]1)[CH:23]1[CH:14]([CH2:13][CH2:12]2)[CH:15]2[CH2:16][CH:17]([CH2:28][CH2:29][C:30](=[O:31])[OH:32])[CH:18]([OH:27])[C:19]2([CH3:20])[CH2:21][CH2:22]1.[CH3:33][OH:34]>>[CH2:1]([c:2]1[cH:3][cH:4][cH:5][cH:6][cH:7]1)[O:8][c:9]1[cH:10][c:11]2[c:24]([cH:25][cH:26]1)[CH:23]1[CH:14]([CH2:13][CH2:12]2)[CH:15]2[CH2:16][CH:17]([CH2:28][CH2:29][C:30](=[O:31])[O:32][CH3:33])[CH:18]([OH:27])[C:19]2([CH3:20])[CH2:21][CH2:22]1. As a reaction SMILES: CS(C)=O.C(=O)([O-])O.[K+].Br[CH2:11][CH2:12][CH2:13][C:14]#[N:15].[C:16]([OH:20])(=[O:19])[CH:17]=[CH2:18]>CC1(C)N(O)C(C)(C)CC(O)C1.O>[C:16]([O:20][CH2:11][CH2:12][CH2:13][C:14]#[N:15])(=[O:19])[CH:17]=[CH2:18] |f:1.2|. Run in O (water). Procedure: To a 200 mL three-necked flask, 33 g of dimethyl sulfoxide, 33 g of water, 14.8 g of potassium hydrogencarbonate, 10 g of 4-bromobutyronitrile, and 10 mg of 4-hydroxy TEMPO (4-hydroxy-2,2,6,6-tetramethylpiperidine 1-oxyl free radical) were added. Thereafter, 9.8 g of acrylic acid were added thereto dropwise. Then, the contents of the flask were heated to 80° C., and stirred at 80° C. for 4 hours. The resulting reaction liquid was cooled to room temperature. After cooling, the reaction liquid was... Yield: 95.7%. Starting materials: CS(=O)C (dimethyl sulfoxide), C(O)([O-])=O.[K+] (potassium hydrogencarbonate), BrCCCC#N (4-bromobutyronitrile), C(C=C)(=O)O (acrylic acid). Run at temperature 80 celsius, time 4 hour. Reagents/catalysts: CC1(CC(CC(N1O)(C)C)O)C (4-hydroxy TEMPO). Yields the product C(C=C)(=O)OCCCC#N (3-cyanopropyl acrylate). The reactants are [BH3-]C#N, CCCCc1ncc(CC(N)C(=O)OCC)n1Cc1ccccc1Cl, O=Cc1ccccc1, [Na+]. Yields the product CCCCc1ncc(CC(NCc2ccccc2)C(=O)OCC)n1Cc1ccccc1Cl. Reaction SMILES: [C:34]([BH3-:35])#[N:36].[CH2:1]([CH3:2])[O:3][C:4]([CH:5]([NH2:6])[CH2:7][c:8]1[cH:9][n:10][c:11]([CH2:21][CH2:22][CH2:23][CH3:24])[n:12]1[CH2:13][c:14]1[c:15]([Cl:20])[cH:16][cH:17][cH:18][cH:19]1)=[O:25].[CH:26](=[O:27])[c:28]1[cH:29][cH:30][cH:31][cH:32][cH:33]1.[Na+:37]>>[CH2:1]([CH3:2])[O:3][C:4]([CH:5]([NH:6][CH2:26][c:28]1[cH:29][cH:30][cH:31][cH:32][cH:33]1)[CH2:7][c:8]1[cH:9][n:10][c:11]([CH2:21][CH2:22][CH2:23][CH3:24])[n:12]1[CH2:13][c:14]1[c:15]([Cl:20])[cH:16][cH:17][cH:18][cH:19]1)=[O:25]. Starting materials: C(#N)C1=C(C=CC=C1)NC1=C(SC=2N(C(C=CC21)=O)C2=CC=C(C=C2)SC)C(=O)OCC (Ethyl 3-[(2-cyanophenyl)amino]-7-[4-(methylthio)phenyl]-6-oxo-6,7-dihydrothieno[2,3-b]pyridine-2-carboxylate), ClC1=CC(=CC=C1)C(=O)OO (m-chloroperbenzoic acid). Solvent: C(Cl)Cl (DCM), C(Cl)Cl (DCM). Yields the product C(#N)C1=C(C=CC=C1)NC1=C(SC=2N(C(C=CC21)=O)C2=CC=C(C=C2)S(=O)C)C(=O)OCC (Ethyl 3-[(2-cyanophenyl)amino]-7-[4-(methylsulfinyl)phenyl]-6-oxo-6,7-dihydrothieno[2,3-b]pyridine-2-carboxylate). The yield is 82.0%. As a reaction SMILES: [C:1]([C:3]1[CH:8]=[CH:7][CH:6]=[CH:5][C:4]=1[NH:9][C:10]1[C:18]2[CH:17]=[CH:16][C:15](=[O:19])[N:14]([C:20]3[CH:25]=[CH:24][C:23]([S:26][CH3:27])=[CH:22][CH:21]=3)[C:13]=2[S:12][C:11]=1[C:28]([O:30][CH2:31][CH3:32])=[O:29])#[N:2].ClC1C=CC=C(C(OO)=[O:41])C=1>C(Cl)Cl>[C:1]([C:3]1[CH:8]=[CH:7][CH:6]=[CH:5][C:4]=1[NH:9][C:10]1[C:18]2[CH:17]=[CH:16][C:15](=[O:19])[N:14]([C:20]3[CH:21]=[CH:22][C:23]([S:26]([CH3:27])=[O:41])=[CH:24][CH:25]=3)[C:13]=2[S:12][C:11]=1[C:28]([O:30][CH2:31][CH3:32])=[O:29])#[N:2]. Reported procedure: A mixture of Example 78 (1.0 g, 2.17 mmol) and m-chloroperbenzoic acid (534 mg, 1 eq) in DCM (50 mL) was stirred at r.t. for 2 h. The mixture was diluted with DCM, washed with NaHCO3 aq, dried (MgSO4) and concentrated in vacuo. Purification by column chromatography (silica, 50% EtOAc in DCM) gave the title compound (850 mg, 82%). δH (CDCl3) 8.80 (1H, s), 8.12-7.70 (2H, m), 7.65-7.53 (3H, m), 7.50 (1H, t, J 7.4 Hz), 7.27 (1H, d, J 9.8 Hz), 7.17-7.09 (2H, m), 6.45 (1H, d, J 9.8 Hz), 4.28 (2H, q, J... Reactants: C(C)OC(=O)NC1=NC(=CC=C1)Br (2-ethoxycarbonylamino-6-bromopyridine), ClC1=CC(=CC=C1)C(=O)OO (m-chloroperbenzoic acid), [N+]1(=CC=CC=C1)[O-] (pyridine-oxide). Run in C(Cl)(Cl)Cl (chloroform). The product is C(C)OC(=O)NC1=[N+](C(=CC=C1)Br)[O-] (2-ethoxycarbonylamino-6-bromopyridine-1-oxide). Isolated yield 62.0%. Reaction SMILES: [N+]1([O-:7])C=CC=CC=1.[CH2:8]([O:10][C:11]([NH:13][C:14]1[CH:19]=[CH:18][CH:17]=[C:16]([Br:20])[N:15]=1)=[O:12])[CH3:9].ClC1C=CC=C(C(OO)=O)C=1>C(Cl)(Cl)Cl>[CH2:8]([O:10][C:11]([NH:13][C:14]1[CH:19]=[CH:18][CH:17]=[C:16]([Br:20])[N+:15]=1[O-:7])=[O:12])[CH3:9]. Procedure: The procedure of Example 3 was repeated except that Step 2 relating to the oxidation to the pyridine-oxide was changed, whereby a chloroform solution of 2-ethoxycarbonylamino-6-bromopyridine was treated with m-chloroperbenzoic acid as the oxidizing agent for 9 days at room temperature, giving a 62% yield of 2-ethoxycarbonylamino-6-bromopyridine-1-oxide.